From a dataset of the Open Reaction Database (ORD), a public repository of structured organic reaction records. describe an organic reaction: reactants, conditions, products, and yield The reactants are C1(OC(C=2C1=CSC2)=O)=O (thieno(3,4-c)furan-1,3-dione), FC(C(=O)O)(F)F.NC1C(NC(CC1)=O)=O (3-aminopiperidine-2,6-dione trifluoroacetic acid). The solvent is C(C)(=O)O (acetic acid). Product: O=C1NC(CCC1N1C(C=2C(C1=O)=CSC2)=O)=O (5-(2,6-dioxopiperidin-3-yl)-5H-thieno(3,4-c)pyrrole-4,6-dione). Yield: 122.6%. As a reaction SMILES: [C:1]1(=[O:10])[C:5]2=[CH:6][S:7][CH:8]=[C:4]2[C:3](=[O:9])O1.FC(F)(F)C(O)=O.[NH2:18][CH:19]1[CH2:24][CH2:23][C:22](=[O:25])[NH:21][C:20]1=[O:26]>C(O)(=O)C>[O:26]=[C:20]1[CH:19]([N:18]2[C:3](=[O:9])[C:4]3=[CH:8][S:7][CH:6]=[C:5]3[C:1]2=[O:10])[CH2:24][CH2:23][C:22](=[O:25])[NH:21]1 |f:1.2|. Procedure details: 1.54 g thieno(3,4-c)furan-1,3-dione and 1.42 g of 3-aminopiperidine-2,6-dione trifluoroacetic acid were dissolved in 15 mL of acetic acid. The reaction mixture was refluxed overnight, cooled, and evaporated to remove the solvent. The residue was dissolved in 20 mL anhydrous THF, and 2 g of CDI, and a catalytic quantity of DMAP were added. The reaction mixture was refluxed for 6 h until a large amount of white solid precipitated. The solid was cooled and filtered to yield 1.9 g of the title compo... Reactants: O=C1C=C(Cl)C2CCC1C2, OCc1cnc(-c2ccc(Cl)cc2)[se]1, [H-], [Na+], C1CCOC1. Product: O=C1C=C(OCc2cnc(-c3ccc(Cl)cc3)[se]2)C2CCC1C2. As a reaction SMILES: [Cl:17][C:18]1=[CH:19][C:20](=[O:26])[CH:21]2[CH2:22][CH2:23][CH:24]1[CH2:25]2.[Cl:1][c:2]1[cH:3][cH:4][c:5](-[c:8]2[se:9][c:10]([CH2:13][OH:14])[cH:11][n:12]2)[cH:6][cH:7]1.[H-:15].[Na+:16].[O:27]1[CH2:28][CH2:29][CH2:30][CH2:31]1>>[Cl:1][c:2]1[cH:3][cH:4][c:5](-[c:8]2[se:9][c:10]([CH2:13][O:14][C:18]3=[CH:19][C:20](=[O:26])[CH:21]4[CH2:22][CH2:23][CH:24]3[CH2:25]4)[cH:11][n:12]2)[cH:6][cH:7]1. Reactants: C(C)(C)(C)OC(=O)N1CCC2(CC1)CN(C1=CC=C(C=C12)C(=O)O)C=1C2=C(N=CN1)CC[C@H]2C ((R)-1′-(tert-butoxycarbonyl)-1-(5-methyl-6,7-dihydro-5H-cyclopenta[d]pyrimidin-4-yl)spiro[indoline-3,4′-piperidine]-5-carboxylic acid), Cl.CNOC (N,O-dimethylhydroxylamine hydrochloride). Product: CON(C(=O)C=1C=C2C(=CC1)N(CC21CCN(CC1)C(=O)OC(C)(C)C)C=1C2=C(N=CN1)CC[C@H]2C)C ((R)-tert-butyl 5-(methoxy(methyl)carbamoyl)-1-(5-methyl-6,7-dihydro-5H-cyclopenta[d]pyrimidin-4-yl)spiro[indoline-3,4′-piperidine]-1′-carboxylate). RXN SMILES: [C:1]([O:5][C:6]([N:8]1[CH2:13][CH2:12][C:11]2([C:21]3[C:16](=[CH:17][CH:18]=[C:19]([C:22]([OH:24])=O)[CH:20]=3)[N:15]([C:25]3[C:26]4[C@H:33]([CH3:34])[CH2:32][CH2:31][C:27]=4[N:28]=[CH:29][N:30]=3)[CH2:14]2)[CH2:10][CH2:9]1)=[O:7])([CH3:4])([CH3:3])[CH3:2].Cl.[CH3:36][NH:37][O:38][CH3:39]>>[CH3:39][O:38][N:37]([CH3:36])[C:22]([C:19]1[CH:20]=[C:21]2[C:11]3([CH2:10][CH2:9][N:8]([C:6]([O:5][C:1]([CH3:3])([CH3:4])[CH3:2])=[O:7])[CH2:13][CH2:12]3)[CH2:14][N:15]([C:25]3[C:26]4[C@H:33]([CH3:34])[CH2:32][CH2:31][C:27]=4[N:28]=[CH:29][N:30]=3)[C:16]2=[CH:17][CH:18]=1)=[O:24] |f:1.2|. Procedure details: (R)-tert-butyl 5-(methoxy(methyl)carbamoyl)-1-(5-methyl-6,7-dihydro-5H-cyclopenta[d]pyrimidin-4-yl)spiro[indoline-3,4′-piperidine]-1′-carboxylate was prepared by the procedures described in Example 10, Step 5, substituting (R)-2-(1′-(tert-butoxycarbonyl)-1-(5-methyl-6,7-dihydro-5H-cyclopenta[d]pyrimidin-4-yl)spiro[indoline-3,4′-piperidine]-5-yl)acetic acid with (R)-1′-(tert-butoxycarbonyl)-1-(5-methyl-6,7-dihydro-5H-cyclopenta[d]pyrimidin-4-yl)spiro[indoline-3,4′-piperidine]-5-carboxylic acid, a... Reactants: CC(C)(C)[Si](C)(C)OCC1CC(O)CC1O[Si](C)(C)C(C)(C)C, C1CCOC1, Fc1c(Cl)ncnc1Cl, [H-], [Na+]. Product: CC(C)(C)[Si](C)(C)OCC1CC(Oc2ncnc(Cl)c2F)CC1O[Si](C)(C)C(C)(C)C. RXN SMILES: [C:3]([CH3:4])([CH3:5])([CH3:6])[Si:7]([O:8][CH:9]1[CH2:10][CH:11]([OH:23])[CH2:12][CH:13]1[CH2:14][O:15][Si:16]([CH3:17])([CH3:18])[C:19]([CH3:20])([CH3:21])[CH3:22])([CH3:24])[CH3:25].[CH2:35]1[O:36][CH2:37][CH2:38][CH2:39]1.[Cl:26][c:27]1[n:28][cH:29][n:30][c:31]([Cl:34])[c:32]1[F:33].[H-:1].[Na+:2]>>[C:3]([CH3:4])([CH3:5])([CH3:6])[Si:7]([O:8][CH:9]1[CH2:10][CH:11]([O:23][c:31]2[n:30][cH:29][n:28][c:27]([Cl:26])[c:32]2[F:33])[CH2:12][CH:13]1[CH2:14][O:15][Si:16]([CH3:17])([CH3:18])[C:19]([CH3:20])([CH3:21])[CH3:22])([CH3:24])[CH3:25]. The product is CSC=1C=C(C=O)C=C(C1OCCC)OCC1=CC=CC=C1 (3-Methylthio-4-n-propoxy-5-benzyloxybenzaldehyde). Reactants: C(Cl)Cl (methylene chloride), C(=O)([O-])[O-].[K+].[K+] (K2CO3), BrCCC (1-bromopropane), CSC=1C=C(C=O)C=C(C1O)OCC1=CC=CC=C1 (3-methylthio-4-hydroxy-5-benzyloxybenzaldehyde). Reaction SMILES: [CH3:1][S:2][C:3]1[CH:4]=[C:5]([CH:8]=[C:9]([O:12][CH2:13][C:14]2[CH:19]=[CH:18][CH:17]=[CH:16][CH:15]=2)[C:10]=1[OH:11])[CH:6]=[O:7].C([O-])([O-])=O.[K+].[K+].Br[CH2:27][CH2:28][CH3:29].C(Cl)Cl>CN(C=O)C.O>[CH3:1][S:2][C:3]1[CH:4]=[C:5]([CH:8]=[C:9]([O:12][CH2:13][C:14]2[CH:19]=[CH:18][CH:17]=[CH:16][CH:15]=2)[C:10]=1[O:11][CH2:27][CH2:28][CH3:29])[CH:6]=[O:7] |f:1.2.3|. Reported procedure: 64.5 g of 3-methylthio-4-hydroxy-5-benzyloxybenzaldehyde dissolved in a 75 mL of DMF was treated with 50 g of K2CO3 and 32 g of 1-bromopropane and stirred overnight at 70° C. The next day about 1.5 liters of methylene chloride and an equal amount of water was added to the reaction mixture. The organic layer was removed, washed three times with distilled water, dried over MgSO4 and evaporated to yield the title compound as viscous liquid that solidified slowly: NMR(200 MHz, CDCl3) δ 1.02 (t, CH2C... Run at temperature 70 celsius, time 8 hour. Run in O (water), CN(C)C=O (DMF).